Dataset: the Open Reaction Database (ORD), a public repository of structured organic reaction records. Task: describe an organic reaction: reactants, conditions, products, and yield The reactants are [OH-].[Na+] (NaOH), C1(=C(C=CC=C1)OCCCN1CCOCC1)C1=CC=CC=C1 (4-[3-(Biphenyl-2-yloxy)-propyl]-morpholine), O (water), [N+](=O)(O)[O-] (nitric acid). The solvent is C(C)(=O)O (acetic acid). Run at temperature 0 celsius, time 15 minute. Yields the product [N+](=O)([O-])C=1C=CC(=C(C1)C1=CC=CC=C1)OCCCN1CCOCC1 (4-[3-(5-nitro-biphenyl-2-yloxy)-propyl]-morpholine). As a reaction SMILES: [C:1]1([C:17]2[CH:22]=[CH:21][CH:20]=[CH:19][CH:18]=2)[CH:6]=[CH:5][CH:4]=[CH:3][C:2]=1[O:7][CH2:8][CH2:9][CH2:10][N:11]1[CH2:16][CH2:15][O:14][CH2:13][CH2:12]1.[N+:23]([O-])([OH:25])=[O:24].O.[OH-].[Na+]>C(O)(=O)C>[N+:23]([C:5]1[CH:4]=[CH:3][C:2]([O:7][CH2:8][CH2:9][CH2:10][N:11]2[CH2:12][CH2:13][O:14][CH2:15][CH2:16]2)=[C:1]([C:17]2[CH:22]=[CH:21][CH:20]=[CH:19][CH:18]=2)[CH:6]=1)([O-:25])=[O:24] |f:3.4|. Procedure details: 4-[3-(Biphenyl-2-yloxy)-propyl]-morpholine (t, 500 mg, 1.46 mmol) was dissolved in 3 mL acetic acid and the reaction mixture was cooled in an ice bath. Concentrated nitric acid (3 mL) was added dropwise and the mixture was stirred for 15 minutes at 0° C., then at room temperature for one hour. The reaction was subsequently poured into 100 mL water and the pH of the reaction mixture was raised to >7 with 2N NaOH. The aqueous solution was extracted with ethyl acetate and dried. The solvent was the...